This data is from the Open Reaction Database (ORD), a public repository of structured organic reaction records. The task is: describe an organic reaction: reactants, conditions, products, and yield Starting materials: C(C)(=O)N1C(C(C2=CC(=C(C=C12)Br)F)=O)(C)C (1-acetyl-6-bromo-5-fluoro-2,2-dimethylindolin-3-one), [OH-].[Na+] (sodium hydroxide). The solvent is C(C)O (ethanol). Conditions: temperature 90 celsius. The product is BrC1=C(C=C2C(C(NC2=C1)(C)C)=O)F (6-bromo-5-fluoro-2,2-dimethylindolin-3-one). Yield: 95.5%. Reaction SMILES: C([N:4]1[C:12]2[C:7](=[CH:8][C:9]([F:14])=[C:10]([Br:13])[CH:11]=2)[C:6](=[O:15])[C:5]1([CH3:17])[CH3:16])(=O)C.[OH-].[Na+]>C(O)C>[Br:13][C:10]1[CH:11]=[C:12]2[C:7]([C:6](=[O:15])[C:5]([CH3:16])([CH3:17])[NH:4]2)=[CH:8][C:9]=1[F:14] |f:1.2|. Procedure: To a mixture of 1-acetyl-6-bromo-5-fluoro-2,2-dimethylindolin-3-one (D89) (297 mg, 0.990 mmol) in ethanol (3 mL) was added 2M aqueous sodium hydroxide (0.594 mL, 1.188 mmol) and the mixture was heated at 90° C. for 1 h. After cooling to RT, ethanol was evaporated in vacuo. Aqueous residue was poured into water (10 mL) and extracted with ethyl acetate (10 mL×3). The organic layers were combined, washed with brine (10 mL), dried over MgSO4, filtered and evaporated in vacuo. The crude residue was p... The reactants are CCCN(CC#CC(=O)O)CCC, C1CCOC1, CN1CCOCC1, N#Cc1cnc2ccc(N)cc2c1Nc1cccc(Br)c1, c1ccncc1. The product is CCCN(CC#CC(=O)Nc1ccc2ncc(C#N)c(Nc3cccc(Br)c3)c2c1)CCC. RXN SMILES: [CH2:1]([CH2:2][CH3:3])[N:4]([CH2:5][C:6]#[C:7][C:8](=[O:9])[OH:10])[CH2:11][CH2:12][CH3:13].[CH2:42]1[O:43][CH2:44][CH2:45][CH2:46]1.[CH3:14][N:15]1[CH2:16][CH2:17][O:18][CH2:19][CH2:20]1.[NH2:21][c:22]1[cH:23][c:24]2[c:25]([NH:34][c:35]3[cH:36][c:37]([Br:41])[cH:38][cH:39][cH:40]3)[c:26]([C:32]#[N:33])[cH:27][n:28][c:29]2[cH:30][cH:31]1.[cH:47]1[cH:48][cH:49][n:50][cH:51][cH:52]1>>[CH2:1]([CH2:2][CH3:3])[N:4]([CH2:5][C:6]#[C:7][C:8](=[O:10])[NH:21][c:22]1[cH:23][c:24]2[c:25]([NH:34][c:35]3[cH:36][c:37]([Br:41])[cH:38][cH:39][cH:40]3)[c:26]([C:32]#[N:33])[cH:27][n:28][c:29]2[cH:30][cH:31]1)[CH2:11][CH2:12][CH3:13]. The reactants are FC(OC1=C(C(=CC=C1)N)N)(F)F (3-trifluoromethoxy-benzene-1,2-diamine), COC1=CC2=C(NC(=N2)CCCNC)C=C1OC ([3-(5,6-dimethoxy-1H-benzoimidazol-2-yl)-propyl]-methyl-amine). The product is CNCCCC1=NC2=C(N1)C=CC=C2OC(F)(F)F (Methyl-[3-(4-trifluoromethoxy-1H-benzoimidazol-2-yl)-propyl]-amine). As a reaction SMILES: [F:1][C:2]([F:13])([F:12])[O:3][C:4]1[CH:9]=[CH:8][CH:7]=[C:6]([NH2:10])[C:5]=1[NH2:11].CO[C:16]1C(OC)=C[C:19]2[NH:20][C:21](CCCNC)=N[C:18]=2[CH:17]=1>>[CH3:21][NH:20][CH2:19][CH2:18][CH2:17][C:16]1[NH:10][C:6]2[CH:7]=[CH:8][CH:9]=[C:4]([O:3][C:2]([F:12])([F:13])[F:1])[C:5]=2[N:11]=1. Procedure details: Prepared from 3-trifluoromethoxy-benzene-1,2-diamine in analogy to the methods described for [3-(5,6-dimethoxy-1H-benzoimidazol-2-yl)-propyl]-methyl-amine.